The task is: describe an organic reaction: reactants, conditions, products, and yield. This data is from the Open Reaction Database (ORD), a public repository of structured organic reaction records. The reactants are C1(=NC=CC2=CC=CC=C12)C(=O)O (1-isoquinolinecarboxylic acid), C(C)(C)N(C(C)C)CC (N,N-diisopropylethylamine), C=1C=CC2=C(C1)N=NN2O (HOBT), C(CCl)Cl (EDC), N1C(=NC2=C1C=CC=C2)CN(CCCN)C2CCCC=1C=CC=NC21 (N1-(1H-Benzimidazol-2-ylmethyl)-N1-(5,6,7,8-tetrahydro-quinolin-8-yl)-propane-1,3-diamine), resultant solution. Run in CCOC(=O)C (EtOAc), [Cl-].[Na+].O (brine), O (H2O), CN(C)C=O (DMF). Product: C1=NC(=CC2=CC=CC=C12)C(=O)O (Isoquinoline-3-carboxylic acid). Yield: 152.5%. RXN SMILES: [C:1]1([C:11]([OH:13])=[O:12])[C:10]2C(=CC=CC=2)C=[CH:3][N:2]=1.C(N(CC)C(C)C)(C)C.[CH:23]1[CH:24]=[CH:25][C:26]2N(O)N=N[C:27]=2[CH:28]=1.C(Cl)CCl.N1C2C=CC=CC=2N=C1CN(C1C2N=CC=CC=2CCC1)CCCN>CN(C=O)C.CCOC(C)=O.[Cl-].[Na+].O.O>[CH:3]1[C:26]2[C:27](=[CH:28][CH:23]=[CH:24][CH:25]=2)[CH:10]=[C:1]([C:11]([OH:13])=[O:12])[N:2]=1 |f:7.8.9|. Procedure: To a stirred solution of 1-isoquinolinecarboxylic acid (51.6 mg, 0.30 mmol) in anhydrous DMF (3 mL) was added N,N-diisopropylethylamine (0.10 mL, 0.6 mmol), HOBT (48.3 mg, 0.36 mmol), EDC (68.6 mg, 0.36 mmol) and N1-(1H-Benzimidazol-2-ylmethyl)-N1-(5,6,7,8-tetrahydro-quinolin-8-yl)-propane-1,3-diamine (100 mg, 0.30 mmol). The resultant solution was stirred at room temperature for 16 h. The reaction mixture was diluted with EtOAc (40 mL), brine (15 mL) and H2O (5 mL) and the two layers mixed vigo... Starting materials: C, COc1ccccc1-c1ccc(C(=O)OC(C)(C)C)c(NC(=O)c2cc(-c3ccncc3)ccc2OCc2ccccc2)c1, CCOC(C)=O, CO, [Pd]. Product: COc1ccccc1-c1ccc(C(=O)OC(C)(C)C)c(NC(=O)c2cc(-c3ccncc3)ccc2O)c1. Reaction SMILES: [C:53].[CH2:1]([c:2]1[cH:3][cH:4][cH:5][cH:6][cH:7]1)[O:8][c:9]1[c:10]([C:11](=[O:12])[NH:13][c:14]2[c:15]([C:16](=[O:17])[O:18][C:19]([CH3:20])([CH3:21])[CH3:22])[cH:23][cH:24][c:25](-[c:27]3[c:28]([O:33][CH3:34])[cH:29][cH:30][cH:31][cH:32]3)[cH:26]2)[cH:35][c:36](-[c:39]2[cH:40][cH:41][n:42][cH:43][cH:44]2)[cH:37][cH:38]1.[CH3:45][CH2:46][O:47][C:48](=[O:49])[CH3:50].[CH3:51][OH:52].[Pd:54]>>[OH:8][c:9]1[c:10]([C:11](=[O:12])[NH:13][c:14]2[c:15]([C:16](=[O:17])[O:18][C:19]([CH3:20])([CH3:21])[CH3:22])[cH:23][cH:24][c:25](-[c:27]3[c:28]([O:33][CH3:34])[cH:29][cH:30][cH:31][cH:32]3)[cH:26]2)[cH:35][c:36](-[c:39]2[cH:40][cH:41][n:42][cH:43][cH:44]2)[cH:37][cH:38]1.